Dataset: the Open Reaction Database (ORD), a public repository of structured organic reaction records. Task: describe an organic reaction: reactants, conditions, products, and yield RXN SMILES: [Br:38][CH:39]([C:40](=[O:41])[O:42][CH3:43])[c:44]1[cH:45][cH:46][cH:47][cH:48][cH:49]1.[C:32](=[O:33])([O-:34])[O-:35].[NH:1]1[CH2:2][CH2:3][CH:4]([c:7]2[cH:8][cH:9][c:10]([NH:13][C:14](=[O:15])[c:16]3[c:17](-[c:22]4[cH:23][cH:24][c:25]([C:28]([F:29])([F:30])[F:31])[cH:26][cH:27]4)[cH:18][cH:19][cH:20][cH:21]3)[cH:11][cH:12]2)[CH2:5][CH2:6]1.[Na+:36].[Na+:37].[O:50]=[CH:51][N:52]([CH3:53])[CH3:54]>>[N:1]1([CH:39]([C:40](=[O:41])[O:42][CH3:43])[c:44]2[cH:45][cH:46][cH:47][cH:48][cH:49]2)[CH2:2][CH2:3][CH:4]([c:7]2[cH:8][cH:9][c:10]([NH:13][C:14](=[O:15])[c:16]3[c:17](-[c:22]4[cH:23][cH:24][c:25]([C:28]([F:29])([F:30])[F:31])[cH:26][cH:27]4)[cH:18][cH:19][cH:20][cH:21]3)[cH:11][cH:12]2)[CH2:5][CH2:6]1. The product is COC(=O)C(c1ccccc1)N1CCC(c2ccc(NC(=O)c3ccccc3-c3ccc(C(F)(F)F)cc3)cc2)CC1. Reactants: COC(=O)C(Br)c1ccccc1, O=C([O-])[O-], O=C(Nc1ccc(C2CCNCC2)cc1)c1ccccc1-c1ccc(C(F)(F)F)cc1, [Na+], [Na+], CN(C)C=O.